This data is from the Open Reaction Database (ORD), a public repository of structured organic reaction records. The task is: describe an organic reaction: reactants, conditions, products, and yield Reactants: C(C1=CC=CC=C1)N1CC(C(C1)C1=CC=CC=C1)CN1CCC(CC1)C1=C(C=CC=C1)C (1-Benzyl-3-(SR)-(4-(2-tolyl)-piperidin-1-ylmethyl)-4-(SR)-phenylpyrrolidine), C(=O)[O-].[NH4+] (ammonium formate). The reagents and catalysts are [Pd] (Pd on carbon), [Pd] (Pd on carbon), [OH-].[OH-].[Pd+2] (Pd(OH)2). The solvent is CO (MeOH). Product: C1(=C(C=CC=C1)C1CCN(CC1)CC1CNCC1C1=CC=CC=C1)C (3-(SR)-(4-(2-tolyl)-piperidin-1-ylmethyl)-4-(SR)-phenylpyrrolidine). RXN SMILES: C([N:8]1[CH2:12][CH:11]([C:13]2[CH:18]=[CH:17][CH:16]=[CH:15][CH:14]=2)[CH:10]([CH2:19][N:20]2[CH2:25][CH2:24][CH:23]([C:26]3[CH:31]=[CH:30][CH:29]=[CH:28][C:27]=3[CH3:32])[CH2:22][CH2:21]2)[CH2:9]1)C1C=CC=CC=1.C([O-])=O.[NH4+]>CO.[Pd].[OH-].[OH-].[Pd+2]>[C:27]1([CH3:32])[CH:28]=[CH:29][CH:30]=[CH:31][C:26]=1[CH:23]1[CH2:24][CH2:25][N:20]([CH2:19][CH:10]2[CH:11]([C:13]3[CH:14]=[CH:15][CH:16]=[CH:17][CH:18]=3)[CH2:12][NH:8][CH2:9]2)[CH2:21][CH2:22]1 |f:1.2,5.6.7|. Procedure details: The title compound was prepared from 15 mg of 1-Benzyl-3-(SR)-(4-(2-tolyl)-piperidin-1-ylmethyl)-4-(SR)-phenylpyrrolidine (from Example 20), 35 mg of ammonium formate and 8 mg of 10% Pd on carbon in 1.5 mL of MeOH using a procedure analogous to that described in Example 30, Step A (except Pd on carbon was substituted for 20% Pd(OH)2) to provide the title compound, which was taken onto Step B without further purification. The reactants are OC1=CC=C(C2=CC=CC=C12)NC(OC(C)(C)C)=O (tert-butyl (4-hydroxynaphthalen-1-yl)carbamate), C1CCC2=NCCCN2CC1 (DBU), ClC1=NC=NC(=C1[N+](=O)[O-])Cl (4,6-dichloro-5-nitropyrimidine). The solvent is CC#N (MeCN), CC#N (MeCN). Product: ClC1=C(C(=NC=N1)OC1=CC=C(C2=CC=CC=C12)NC(OC(C)(C)C)=O)[N+](=O)[O-] (tert-butyl (4-((6-chloro-5-nitropyrimidin-4-yl)oxy)naphthalen-1-yl)carbamate). Isolated yield 34.2%. Reaction SMILES: [OH:1][C:2]1[C:11]2[C:6](=[CH:7][CH:8]=[CH:9][CH:10]=2)[C:5]([NH:12][C:13](=[O:19])[O:14][C:15]([CH3:18])([CH3:17])[CH3:16])=[CH:4][CH:3]=1.C1CCN2C(=NCCC2)CC1.[Cl:31][C:32]1[C:37]([N+:38]([O-:40])=[O:39])=[C:36](Cl)[N:35]=[CH:34][N:33]=1>CC#N>[Cl:31][C:32]1[N:33]=[CH:34][N:35]=[C:36]([O:1][C:2]2[C:11]3[C:6](=[CH:7][CH:8]=[CH:9][CH:10]=3)[C:5]([NH:12][C:13](=[O:19])[O:14][C:15]([CH3:16])([CH3:18])[CH3:17])=[CH:4][CH:3]=2)[C:37]=1[N+:38]([O-:40])=[O:39]. Reported procedure: To a stirred solution of tert-butyl (4-hydroxynaphthalen-1-yl)carbamate (20.0 g, 73.0 mmol) in MeCN (200 mL) under N2 was added DBU (13 mL, 87 mmol) and after 1 hr at RT the resulting mixture was treated dropwise with a solution of 4,6-dichloro-5-nitropyrimidine (15.5 g, 80.0 mmol) in MeCN (150 mL). After 2.5 hr at RT the mixture was evaporated in vacuo and the residue was triturated with DCM (150 mL) and isohexane (200 mL). The insoluble residue was separated and set aside and the triturant was...